Dataset: the Open Reaction Database (ORD), a public repository of structured organic reaction records. Task: describe an organic reaction: reactants, conditions, products, and yield Reaction conditions: time 2 hour. Yields the product COCC(=O)C1C(CCC(C1)C)=O (2-methoxyacetyl4-methylcyclohexanone). Solvent: C1=CC=CC=C1 (benzene), O (water). Procedure details: 2.5 g of 60% sodium hydride was suspended in 50 ml of benzene and a mixture of 5.6 g of 4methylcyclohexanone and 5.4 g of methoxyethyl acetate was added dropwise thereto under cooling. After stirring at room temperature for two hours, 20 ml of water was added and the pH value of the reaction mixture was adjusted to 3 with concentrated hydrochloric acid. After removing the benzene phase the aqueous phase was extracted with ether. The benzene solution and the ether solution were combined, washed w... The yield is 87.9%. As a reaction SMILES: [H-].[Na+].[CH3:3][CH:4]1[CH2:9][CH2:8][C:7](=[O:10])[CH2:6][CH2:5]1.[C:11]([O:14][CH2:15][CH2:16][O:17]C)(=O)C.Cl>C1C=CC=CC=1.O>[CH3:11][O:14][CH2:15][C:16]([CH:6]1[CH2:5][CH:4]([CH3:3])[CH2:9][CH2:8][C:7]1=[O:10])=[O:17] |f:0.1|. The reactants are [H-].[Na+] (sodium hydride), Cl (hydrochloric acid), CC1CCC(CC1)=O (4methylcyclohexanone), C(C)(=O)OCCOC (methoxyethyl acetate). Reactants: C(C)(C)(C)OC(=O)N1CCC(CC1)CC1=CC=C(C=C1)F (N-(t-butoxycarbonyl)-4-(4-fluorophenylmethyl)piperidine), Cl (HCl). Run in O1CCOCC1 (dioxane), CO.C(Cl)Cl (MeOH CH2Cl2), CCOC(=O)C.CO (EtOAc MeOH), hexanes. Reaction conditions: time 15 minute. The product is Cl.FC1=CC=C(C=C1)CC1CCNCC1 (4-(4-fluorophenylmethyl)piperidine HCl salt). As a reaction SMILES: C(OC([N:8]1[CH2:13][CH2:12][CH:11]([CH2:14][C:15]2[CH:20]=[CH:19][C:18]([F:21])=[CH:17][CH:16]=2)[CH2:10][CH2:9]1)=O)(C)(C)C.[ClH:22]>O1CCOCC1.CO.C(Cl)Cl.CCOC(C)=O.CO>[ClH:22].[F:21][C:18]1[CH:17]=[CH:16][C:15]([CH2:14][CH:11]2[CH2:10][CH2:9][NH:8][CH2:13][CH2:12]2)=[CH:20][CH:19]=1 |f:3.4,5.6,7.8|. Procedure details: N-(t-butoxycarbonyl)-4-(4-fluorophenylmethyl)piperidine (11.2 g, 38.2 mmol) was dissolved in 4M HCl in dioxane (50 mL). The reaction was stirred for 15 min and then conc. in vacuo to a white solid. The solid was dissolved in 3% MeOH/CH2Cl2 in EtOAc/MeOH while warming once all solids were dissolved hexanes was added. The crystallization was allowed to cool to room temperature and then placed at 4° C. for 16 h. The white solids were filtered off to yield 8.4 g of product. MS (ESI) 194 (M−HCl+H). The product is CCOC(C)CNC(N)=S. RXN SMILES: [C:19](=[O:20])([O-:21])[O-:22].[C:8](=[O:9])([c:10]1[cH:11][cH:12][cH:13][cH:14][cH:15]1)[N:16]=[C:17]=[S:18].[CH2:1]([CH3:2])[O:3][CH:4]([CH2:5][NH2:6])[CH3:7].[CH:30]([Cl:31])([Cl:32])[Cl:33].[K+:23].[K+:24].[S:25](=[O:26])(=[O:27])([OH:28])[OH:29]>>[CH2:1]([CH3:2])[O:3][CH:4]([CH2:5][NH:6][C:17]([NH2:16])=[S:18])[CH3:7]. Starting materials: O=C([O-])[O-], O=C(N=C=S)c1ccccc1, CCOC(C)CN, ClC(Cl)Cl, [K+], [K+], O=S(=O)(O)O. Starting materials: N1=CC=C(C=C1)B(O)O (Pyridine 4-boronic acid), C(=O)([O-])[O-].[Na+].[Na+] (Na2CO3), BrC=1C=CC(=C(C(=O)NC2=CN=NC=C2)C1)OCC1=CC=CC=C1 (5-Bromo-2-[(phenylmethyl)oxy]-N-4-pyridazinylbenzamide). The reagents and catalysts are C=1C=CC(=CC1)[P](C=2C=CC=CC2)(C=3C=CC=CC3)[Pd]([P](C=4C=CC=CC4)(C=5C=CC=CC5)C=6C=CC=CC6)([P](C=7C=CC=CC7)(C=8C=CC=CC8)C=9C=CC=CC9)[P](C=1C=CC=CC1)(C=1C=CC=CC1)C=1C=CC=CC1 (tetrakis(triphenylphosphine)palladium(0)). Run in COCCOC (1,2-dimethoxyethane). Run at temperature 140 celsius. Yields the product C1(=CC=CC=C1)COC1=C(C(=O)NC2=CN=NC=C2)C=C(C=C1)C1=CC=NC=C1 (2-[(Phenylmethyl)oxy]-N-4-pyridazinyl-5-(4-pyridinyl)benzamide). As a reaction SMILES: [N:1]1[CH:6]=[CH:5][C:4](B(O)O)=[CH:3][CH:2]=1.C([O-])([O-])=O.[Na+].[Na+].Br[C:17]1[CH:18]=[CH:19][C:20]([O:32][CH2:33][C:34]2[CH:39]=[CH:38][CH:37]=[CH:36][CH:35]=2)=[C:21]([CH:31]=1)[C:22]([NH:24][C:25]1[CH:30]=[CH:29][N:28]=[N:27][CH:26]=1)=[O:23]>COCCOC.C1C=CC([P]([Pd]([P](C2C=CC=CC=2)(C2C=CC=CC=2)C2C=CC=CC=2)([P](C2C=CC=CC=2)(C2C=CC=CC=2)C2C=CC=CC=2)[P](C2C=CC=CC=2)(C2C=CC=CC=2)C2C=CC=CC=2)(C2C=CC=CC=2)C2C=CC=CC=2)=CC=1>[C:34]1([CH2:33][O:32][C:20]2[CH:19]=[CH:18][C:17]([C:4]3[CH:5]=[CH:6][N:1]=[CH:2][CH:3]=3)=[CH:31][C:21]=2[C:22]([NH:24][C:25]2[CH:30]=[CH:29][N:28]=[N:27][CH:26]=2)=[O:23])[CH:35]=[CH:36][CH:37]=[CH:38][CH:39]=1 |f:1.2.3,^1:49,51,70,89|. Procedure details: Pyridine 4-boronic acid (35.2 mg, 0.29 mmol), 1M Na2CO3 (0.52 ml, 0.52 mmol) and tetrakis(triphenylphosphine)palladium(0) (18 mg, 6 mol %) were added to a solution of 5-bromo-2-[(phenylmethyl)oxy]-N-4-pyridazinylbenzamide (may be prepared as described in Example 6; 100 mg, 0.26 mmol) in 1,2-dimethoxyethane (3 ml). The solution was heated at 140° C. in microwave for 25 minutes. The solvent was removed in vacuo and the residue purified by MDAP to yield the title compound as an off white solid. 22 ... The solvent is C(C)(=O)OCC (ethyl acetate). The reactants are C(O)([O-])=O.[Na+] (sodium hydrogen carbonate), FC=1C=CC(=C(C1)CCCC(=O)O)OC (4-(5-Fluoro-2-methoxy phenyl)butanoic acid), polyphosphoric acid, O (water). The product is FC=1C=CC(=C2CCCC(C12)=O)OC (8-Fluoro-5-methoxy-1-tetralone). Conditions: temperature 90 celsius. Procedure details: 4-(5-Fluoro-2-methoxy phenyl)butanoic acid (15 g) was mixed with polyphosphoric acid (60 g) and stirred with an overhead stirrer. The reaction mixture was heated to 90° C. and stirred at this temperature for 45 minutes. The reaction mixture was allowed to cool, water (100 ml) and ethyl acetate (100 ml) were added. The mixture was neutralised with sodium hydrogen carbonate solution, the organic phase was collected. The aqueous phase was extracted with ethyl acetate (2×100 ml). The combined organi... Reaction SMILES: [F:1][C:2]1[CH:3]=[CH:4][C:5]([O:14][CH3:15])=[C:6]([CH2:8][CH2:9][CH2:10][C:11]([OH:13])=O)[CH:7]=1.O.C(=O)([O-])O.[Na+]>C(OCC)(=O)C>[F:1][C:2]1[CH:3]=[CH:4][C:5]([O:14][CH3:15])=[C:6]2[C:7]=1[C:11](=[O:13])[CH2:10][CH2:9][CH2:8]2 |f:2.3|. Reactants: CCCCCN1C(=O)C(=O)c2ccc(OC)cc21, NNC(=O)CC1CCCCC1. The product is CCCCCN1C(=O)C(=NNC(=O)CC2CCCCC2)c2ccc(OC)cc21. RXN SMILES: [CH2:1]([CH2:2][CH2:3][CH2:4][CH3:5])[N:6]1[C:7](=[O:8])[C:9](=[O:10])[c:11]2[cH:12][cH:13][c:14]([O:17][CH3:18])[cH:15][c:16]21.[CH:19]1([CH2:25][C:26](=[O:27])[NH:28][NH2:29])[CH2:20][CH2:21][CH2:22][CH2:23][CH2:24]1>>[CH2:1]([CH2:2][CH2:3][CH2:4][CH3:5])[N:6]1[C:7](=[O:8])[C:9](=[N:29][NH:28][C:26]([CH2:25][CH:19]2[CH2:20][CH2:21][CH2:22][CH2:23][CH2:24]2)=[O:27])[c:11]2[cH:12][cH:13][c:14]([O:17][CH3:18])[cH:15][c:16]21.